Task: describe an organic reaction: reactants, conditions, products, and yield. Dataset: the Open Reaction Database (ORD), a public repository of structured organic reaction records The reactants are ClCCCBr, COc1cccc(C=Cc2ccc(O)cc2)c1. Yields the product COc1cccc(C=Cc2ccc(OCCCCl)cc2)c1. Reaction SMILES: [Br:18][CH2:19][CH2:20][CH2:21][Cl:22].[OH:1][c:2]1[cH:3][cH:4][c:5]([CH:8]=[CH:9][c:10]2[cH:11][c:12]([O:16][CH3:17])[cH:13][cH:14][cH:15]2)[cH:6][cH:7]1>>[O:1]([c:2]1[cH:3][cH:4][c:5]([CH:8]=[CH:9][c:10]2[cH:11][c:12]([O:16][CH3:17])[cH:13][cH:14][cH:15]2)[cH:6][cH:7]1)[CH2:19][CH2:20][CH2:21][Cl:22]. The reactants are N1C=NC=C1 (Imidazole), C(CCCO)O (1,4-butanediol), [Si](C)(C)(C(C)(C)C)Cl (tert-butyldimethylsilyl chloride), C(C)OCC (Diethyl ether). Solvent: CN(C)C=O (DMF), ClCCl (dichloromethane), O (water). Run at time 3 hour. Product: [Si](C)(C)(C(C)(C)C)OCCCCO (4-(tert-butyldimethylsilanyloxy)butan-1-ol). Reaction SMILES: N1C=CN=C1.[CH2:6]([OH:11])[CH2:7][CH2:8][CH2:9][OH:10].[Si:12](Cl)([C:15]([CH3:18])([CH3:17])[CH3:16])([CH3:14])[CH3:13].C(OCC)C>CN(C=O)C.ClCCl.O>[Si:12]([O:10][CH2:9][CH2:8][CH2:7][CH2:6][OH:11])([C:15]([CH3:18])([CH3:17])[CH3:16])([CH3:14])[CH3:13]. Reported procedure: Imidazole (6.77 g) was added to a solution containing 1,4-butanediol (58.8 mL) in DMF (60.0 mL) at room temperature. A solution of tert-butyldimethylsilyl chloride (10.0 g) in dichloromethane (5.0 mL) was added dropwise, and the mixture was stirred at the same temperature for three hours. Diethyl ether and water were added to the reaction solution. The organic layer was separated, washed with water and a saturated sodium chloride solution and then dried over anhydrous magnesium sulfate. The inso...